Dataset: the Open Reaction Database (ORD), a public repository of structured organic reaction records. Task: describe an organic reaction: reactants, conditions, products, and yield The reactants are Br, CO, NN, COC(=O)c1sc(N)nc1C1CC1, O. Product: NNC(=O)c1sc(N)nc1C1CC1. RXN SMILES: [BrH:1].[CH3:18][OH:19].[NH2:16][NH2:17].[NH2:2][c:3]1[s:4][c:5]([C:11]([O:13][CH3:12])=[O:14])[c:6]([CH:8]2[CH2:9][CH2:10]2)[n:7]1.[OH2:15]>>[NH2:2][c:3]1[s:4][c:5]([C:11](=[O:13])[NH:16][NH2:17])[c:6]([CH:8]2[CH2:9][CH2:10]2)[n:7]1. Solvent: O (water). The product is BrC=1C=C(C(=NC1)C#N)Cl (5-bromo-3-chloropicolinonitrile). The reactants are N(=O)[O-].[Na+] (Sodium nitrite), NC=1C(=NC=C(C1)Br)C#N (3-amino-5-bromopicolinonitrile), Cl (hydrochloric acid). The reagents and catalysts are [Cu] (Copper). Yield: 66.0%. As a reaction SMILES: N([O-])=O.[Na+].N[C:6]1[C:7]([C:13]#[N:14])=[N:8][CH:9]=[C:10]([Br:12])[CH:11]=1.[ClH:15]>O.[Cu]>[Br:12][C:10]1[CH:11]=[C:6]([Cl:15])[C:7]([C:13]#[N:14])=[N:8][CH:9]=1 |f:0.1|. Reaction conditions: temperature 2.5 celsius, time 1 hour. Reported procedure: Sodium nitrite (0.7 g, 10.15 mmol) was added to a cooled suspension of 3-amino-5-bromopicolinonitrile (1.67 g, 8.43 g) in 37% hydrochloric acid (14 ml, 169 mmol) and water (4.5 ml) and stirred for 1 h at 0-5° C. Copper powder (0.134 g, 2.11 mmol) was added and the mixture refluxed for 1 h. The mixture was cooled, quenched with ice water and basified with 48% NaOH. The mixture was extracted with EtOAc. The organic phase was washed with water and brine, dried over anhydrous Na2SO4, filtered and ev... Starting materials: COC(=O)CCCCCCC(C(=O)OC)S(C)(=O)=O, CN(C)C=O, CCCCCC(CCCI)OC(C)=O. The product is CCCCCC(CCCC(CCCCCCC(=O)OC)(C(=O)OC)S(C)(=O)=O)OC(C)=O. As a reaction SMILES: [CH3:1][O:2][C:3]([CH:4]([CH2:5][CH2:6][CH2:7][CH2:8][CH2:9][CH2:10][C:11](=[O:12])[O:13][CH3:14])[S:15](=[O:16])(=[O:17])[CH3:18])=[O:19].[CH3:34][N:35]([CH3:36])[CH:37]=[O:38].[I:20][CH2:21][CH2:22][CH2:23][CH:24]([CH2:25][CH2:26][CH2:27][CH2:28][CH3:29])[O:30][C:31]([CH3:32])=[O:33]>>[CH3:1][O:2][C:3]([C:4]([CH2:5][CH2:6][CH2:7][CH2:8][CH2:9][CH2:10][C:11](=[O:12])[O:13][CH3:14])([S:15](=[O:16])(=[O:17])[CH3:18])[CH2:21][CH2:22][CH2:23][CH:24]([CH2:25][CH2:26][CH2:27][CH2:28][CH3:29])[O:30][C:31]([CH3:32])=[O:33])=[O:19].